From a dataset of the Open Reaction Database (ORD), a public repository of structured organic reaction records. describe an organic reaction: reactants, conditions, products, and yield The reactants are COC1=CC=C(OC2=NC3=CC=C(C=C3C=C2)CO)C=C1 ([2-(4-methoxyphenoxy)quinolin-6-yl]methanol), C(C)(=O)O.C(C)(=O)O.IC1=CC=CC=C1 (iodobenzene diacetate), resultant mixture. Run in C(Cl)Cl (CH2Cl2). Product: COC1=CC=C(OC2=NC3=CC=C(C=C3C=C2)C=O)C=C1 (2-(4-methoxyphenoxy)quinoline-6-carbaldehyde). Isolated yield 98.0%. RXN SMILES: [CH3:1][O:2][C:3]1[CH:21]=[CH:20][C:6]([O:7][C:8]2[CH:17]=[CH:16][C:15]3[C:10](=[CH:11][CH:12]=[C:13]([CH2:18][OH:19])[CH:14]=3)[N:9]=2)=[CH:5][CH:4]=1.C(O)(=O)C.C(O)(=O)C.IC1C=CC=CC=1>C(Cl)Cl>[CH3:1][O:2][C:3]1[CH:21]=[CH:20][C:6]([O:7][C:8]2[CH:17]=[CH:16][C:15]3[C:10](=[CH:11][CH:12]=[C:13]([CH:18]=[O:19])[CH:14]=3)[N:9]=2)=[CH:5][CH:4]=1 |f:1.2.3|. Reported procedure: To a CH2Cl2 (38 mL) solution of [2-(4-methoxyphenoxy)quinolin-6-yl]methanol (1.11 g) and iodobenzene diacetate (1.33 g) was added 2,2,6,6-tetramethyl-1-piperidinyloxy radical (61.0 mg), then the resultant mixture was stirred over night at room temperature. The reaction mixture was quenched by addition of saturated aqueous Na2S2O3 and NaHCO3, and extracted with CH2Cl2. The organic layer was washed with water and saturated aqueous NaCl, dried over anhydrous Na2SO4, and concentrated under reduced p... Starting materials: Brc1nnc(-c2ccccc2)s1, [Cu]I, O=C1NCC2(CN3CCC2CC3)O1. The product is O=C1OC2(CN3CCC2CC3)CN1c1nnc(-c2ccccc2)s1. RXN SMILES: [Br:14][c:15]1[s:16][c:17](-[c:20]2[cH:21][cH:22][cH:23][cH:24][cH:25]2)[n:18][n:19]1.[Cu:26][I:27].[O:1]1[C:2](=[O:13])[NH:3][CH2:4][C:5]12[CH2:6][N:7]1[CH2:8][CH2:9][CH:10]2[CH2:11][CH2:12]1>>[O:1]1[C:2](=[O:13])[N:3]([c:15]2[s:16][c:17](-[c:20]3[cH:21][cH:22][cH:23][cH:24][cH:25]3)[n:18][n:19]2)[CH2:4][C:5]12[CH2:6][N:7]1[CH2:8][CH2:9][CH:10]2[CH2:11][CH2:12]1. Reactants: C(C)(=O)OCC (ethyl acetate), ClC1=NC=CC(=C1)[N+](=O)[O-] (2-Chloro-4-nitropyridine), OC=1C=C(C(=O)OC)C=CC1 (Methyl 3-hydroxybenzoate), [H-].[Na+] (sodium hydride), oil. Run in CN(C)C=O (DMF). Run at time 20 minute. Product: ClC1=NC=CC(=C1)OC=1C=C(C(=O)OC)C=CC1 (methyl 3-(2-chloropyridin-4-yloxy)benzoate). Isolated yield 90.1%. Reaction SMILES: [OH:1][C:2]1[CH:3]=[C:4]([CH:9]=[CH:10][CH:11]=1)[C:5]([O:7][CH3:8])=[O:6].[H-].[Na+].[Cl:14][C:15]1[CH:20]=[C:19]([N+]([O-])=O)[CH:18]=[CH:17][N:16]=1.C(OCC)(=O)C>CN(C=O)C>[Cl:14][C:15]1[CH:20]=[C:19]([O:1][C:2]2[CH:3]=[C:4]([CH:9]=[CH:10][CH:11]=2)[C:5]([O:7][CH3:8])=[O:6])[CH:18]=[CH:17][N:16]=1 |f:1.2|. Reported procedure: Methyl 3-hydroxybenzoate (2.88 g, 18.9 mmol) was added to a mixture of 60% sodium hydride in mineral oil (0.757 g, 18.9 mmol) in DMF (20 mL). The reaction mixture was stirred for 20 minutes and then cooled in an ice bath. 2-Chloro-4-nitropyridine (3.00 g, 18.9 mmol) was added and the reaction mixture was stirred for 1 hour at 0° C., and then overnight at room temperature. The reaction mixture was partitioned between water and ethyl acetate. The organic layer was washed twice with water and brine... Reactants: COC(CC(C1NC(CCCC1)=N)C1=CC=C(C=C1)C(F)(F)F)=O.FC(C1=CC=C(C=C1)C=CC(=O)OC)(F)F (methyl 3-[4-(trifluoromethyl)phenyl]propenoate methyl hexahydro-7-imino-b-(4-(trifluoromethyl)phenyl]-1H-azepine-2-propanoate), Cl (monohydrochloride). Procedure details: methyl 3-[4-(trifluoromethyl)phenyl]propenoate methyl hexahydro-7-imino-b-(4-(trifluoromethyl)phenyl]-1H-azepine-2-propanoate, monohydrochloride; As a reaction SMILES: COC(=O)CC(C1C=CC(C(F)(F)F)=CC=1)[CH:6]1[CH2:12][CH2:11][CH2:10][CH2:9][C:8](=[NH:13])[NH:7]1.F[C:26](F)(F)[C:27]1[CH:32]=[CH:31][C:30]([CH:33]=[CH:34][C:35]([O:37][CH3:38])=[O:36])=[CH:29][CH:28]=1.[ClH:41]>>[ClH:41].[NH:13]=[C:8]1[CH:9]([CH:33]([C:30]2[CH:31]=[CH:32][C:27]([CH3:26])=[CH:28][CH:29]=2)[CH2:34][C:35]([O:37][CH3:38])=[O:36])[CH2:10][CH2:11][CH2:12][CH2:6][NH:7]1 |f:0.1,3.4|. Product: Cl.N=C1NCCCCC1C(CC(=O)OC)C1=CC=C(C=C1)C (methyl hexahydro-2-imino-b-(4-methylphenyl)-1H-azepine-3-propanoate, monohydrochloride). The reactants are N(=O)N1CCCCC2=C1C=CC=C2 (1-nitroso-2,3,4,5-tetrahydro-1H-1-benzazepine), [H-].[H-].[H-].[H-].[Li+].[Al+3] (LAH). Solvent: C1CCOC1 (THF), C1CCOC1 (THF). Conditions: time 1 hour. Product: N1(CCCCC2=C1C=CC=C2)N (2,3,4,5-tetrahydro-1H-1-benzazepin-amine). Isolated yield 68.3%. RXN SMILES: [N:1]([N:3]1[C:9]2[CH:10]=[CH:11][CH:12]=[CH:13][C:8]=2[CH2:7][CH2:6][CH2:5][CH2:4]1)=O.[H-].[H-].[H-].[H-].[Li+].[Al+3]>C1COCC1>[N:3]1([NH2:1])[C:9]2[CH:10]=[CH:11][CH:12]=[CH:13][C:8]=2[CH2:7][CH2:6][CH2:5][CH2:4]1 |f:1.2.3.4.5.6|. Reported procedure: A solution of 1-nitroso-2,3,4,5-tetrahydro-1H-1-benzazepine (2.60 g, 14.7 mmol) in THF (40 mL) was added dropwise under N2 to a suspension of LAH (0.56 g, 14.7 mmol) in THF (10 mL) cooled with an ice-bath such that the temperature did not rise above 150° C. The mixture was stirred at room temperature for 1 h, quenched with saturated Rochelle's salt solution (15 mL) and extracted with ether (3×20 mL). The organic layer was dried (Na2SO4), concentrated in vacuo and flash column chromatography (EtO...